This data is from the Open Reaction Database (ORD), a public repository of structured organic reaction records. The task is: describe an organic reaction: reactants, conditions, products, and yield Reactants: Cc1ncccc1Oc1ncnc2c1cnn2C1CCNCC1, CN(C)c1ccncc1, CCN(C(C)C)C(C)C, O=C(Cl)OC1CCCCC1, ClCCl, O. The product is Cc1ncccc1Oc1ncnc2c1cnn2C1CCN(C(=O)OC2CCCCC2)CC1. Reaction SMILES: [CH3:11][c:12]1[n:13][cH:14][cH:15][cH:16][c:17]1[O:18][c:19]1[c:20]2[c:21]([n:22][cH:23][n:24]1)[n:25]([CH:28]1[CH2:29][CH2:30][NH:31][CH2:32][CH2:33]1)[n:26][cH:27]2.[CH3:47][N:48]([CH3:49])[c:50]1[cH:51][cH:52][n:53][cH:54][cH:55]1.[CH:34]([N:35]([CH:36]([CH3:37])[CH3:38])[CH2:39][CH3:40])([CH3:41])[CH3:42].[Cl:1][C:2](=[O:3])[O:4][CH:5]1[CH2:6][CH2:7][CH2:8][CH2:9][CH2:10]1.[Cl:44][CH2:45][Cl:46].[OH2:43]>>[C:2](=[O:3])([O:4][CH:5]1[CH2:6][CH2:7][CH2:8][CH2:9][CH2:10]1)[N:31]1[CH2:30][CH2:29][CH:28]([n:25]2[c:21]3[c:20]([c:19]([O:18][c:17]4[c:12]([CH3:11])[n:13][cH:14][cH:15][cH:16]4)[n:24][cH:23][n:22]3)[cH:27][n:26]2)[CH2:33][CH2:32]1.